From a dataset of the Open Reaction Database (ORD), a public repository of structured organic reaction records. describe an organic reaction: reactants, conditions, products, and yield Reactants: C[O-].[Na+] (Sodium methoxide), CC(C)CCCC(C)CC=O (dihydrocitronellal), diethyl 3-methoxycarbonyl-2-methylprop-2-enyl phosphonate. Solvent: CN(C=O)C (dimethylformamide). Run at time 3 hour. Product: CC(=CC(=O)OC)\C=C\CC(CCCC(C)C)C (trans methyl 3,7,11-trimethyldodeca-2,4-dienoate). Reaction SMILES: [CH3:1][O-:2].[Na+].[CH3:4][CH:5]([CH2:7][CH2:8][CH2:9][CH:10]([CH2:12][CH:13]=[O:14])[CH3:11])[CH3:6]>CN(C)C=O>[CH3:11][C:10](/[CH:9]=[CH:8]/[CH2:7][CH:5]([CH3:4])[CH2:6][CH2:8][CH2:7][CH:5]([CH3:6])[CH3:4])=[CH:12][C:13]([O:2][CH3:1])=[O:14] |f:0.1|. Procedure: Sodium methoxide (1.2 g. of sodium and 30 ml. of methanol) is added slowly to a mixture of 5 g. of dihydrocitronellal and 10 g. of diethyl 3-methoxycarbonyl-2-methylprop-2-enyl phosphonate (about 77% trans) in 50 ml. of dimethylformamide, under nitrogen and at about 0°, with stirring. After addition is complete, the reaction is left three hours at room temperature and then worked up by extraction with hexane/ether to yield cis/trans methyl 3,7,11-trimethyldodeca-2,4-dienoate, mostly the trans,tr... Reactants: [OH-].[K+] (potassium hydroxide), ClCC(COC1=CC=C(C=C1)C=1NC=C(N1)C(F)(F)F)O (p-(3-chloro-2-hydroxypropoxy)phenyl-4-trifluoromethylimidazole), C(C)(=O)O (acetic acid). Run in CO (methanol). Conditions: time 3 hour. The product is O1C(COC2=CC=C(C=C2)C=2NC=C(N2)C(F)(F)F)C1 (2-[4-(2,3-epoxypropoxy)phenyl]-4-trifluoromethylimidazole). Reaction SMILES: Cl[CH2:2][CH:3]([OH:21])[CH2:4][O:5][C:6]1[CH:11]=[CH:10][C:9]([C:12]2[NH:13][CH:14]=[C:15]([C:17]([F:20])([F:19])[F:18])[N:16]=2)=[CH:8][CH:7]=1.[OH-].[K+].C(O)(=O)C>CO>[O:21]1[CH2:2][CH:3]1[CH2:4][O:5][C:6]1[CH:11]=[CH:10][C:9]([C:12]2[NH:13][CH:14]=[C:15]([C:17]([F:20])([F:19])[F:18])[N:16]=2)=[CH:8][CH:7]=1 |f:1.2|. Reported procedure: To a solution of 2-[p-(3-chloro-2-hydroxypropoxy)phenyl-4-trifluoromethylimidazole (1.92 g.) in methanol (100 ml.) is added crushed potassium hydroxide (1.5 g). The mixture is stirred 3 hours at room temperature, neutralized with acetic acid and concentrated under reduced pressure (20 mm. Hg. over steam. The residue is triturated with water (25 ml.), filtered and recrystallized by dissolving in benzene and adding hexane until turbid. A yield of 1.2 g. of 2-[4-(2,3-epoxypropoxy)phenyl]-4-trifluor... Reaction SMILES: [Br:1][C:2]1[CH:7]=[CH:6][C:5]([OH:8])=[CH:4][N:3]=1.[CH:9](O)([CH3:11])[CH3:10]>>[Br:1][C:2]1[CH:7]=[CH:6][C:5]([O:8][CH:9]([CH3:11])[CH3:10])=[CH:4][N:3]=1. Reactants: BrC1=NC=C(C=C1)O (2-bromo-5-hydroxypyridine), C(C)(C)O (isopropanol). Reported procedure: The title compound was prepared from 2-bromo-5-hydroxypyridine and isopropanol in analogy to Example 9c): MS (EI): 215 and 217 M+. The product is BrC1=NC=C(C=C1)OC(C)C (2-Bromo-5-isopropoxy-pyridine). The reactants are C(=O)(Cl)Cl (Phosgene), C1(=CC=CC2=CC=CC=C12)O (1-naphthol), CN (methylamine). The solvent is C1(=CC=CC=C1)C (toluene). Run at time 6.5 hour. Yields the product CNC(=O)OC=1C=CC=C2C1C=CC=C2 (CARBARYL). Reaction SMILES: [C:1]1([OH:11])[C:10]2[C:5](=[CH:6][CH:7]=[CH:8][CH:9]=2)[CH:4]=[CH:3][CH:2]=1.[C:12](Cl)(Cl)=[O:13].[CH3:16][NH2:17]>C1(C)C=CC=CC=1>[CH3:16][NH:17][C:12]([O:11][C:1]1[CH:2]=[CH:3][CH:4]=[C:5]2[CH:6]=[CH:7][CH:8]=[CH:9][C:10]=12)=[O:13]. Procedure details: A stirred solution of 1-naphthol (86.5 g, 0.6 mole) in 500 g of toluene was heated under nitrogen to 98° C. Phosgene (79.9 g, 0.8 mole) and methylamine (22.0 g, 0.7 mole) were then metered into this solution concurrently and gradually over a period of approximately 6.5 hours. The reaction mixture was filtered hot. The filtrate was then allowed to cool to room temperature, and the crystallized carbaryl was recovered by filtration. The yield of 1-naphthyl methylcarbamate was 78%. Yields the product [N+](=O)([O-])C1=CC=C(OCCOCCOCCOCCOCCOC2OCCCC2)C=C1 (2-(14-(4-Nitrophenoxy)-3,6,9,12-tetraoxatetradecyloxy)tetrahydro-2H-pyran), residue. Conditions: temperature 80 celsius. The reactants are CC1=CC=C(C=C1)S(=O)(=O)OCCOCCOCCOCCOCCOC1OCCCC1 (14-(Tetrahydro-2H-pyran-2-yloxy)-3,6,9,12-tetraoxatetradecyl 4-methylbenzenesulfonate), C(=O)([O-])[O-].[K+].[K+] (K2CO3), [N+](=O)([O-])C1=CC=C(C=C1)O (4-nitrophenol). Reaction SMILES: CC1C=CC(S([O:11][CH2:12][CH2:13][O:14][CH2:15][CH2:16][O:17][CH2:18][CH2:19][O:20][CH2:21][CH2:22][O:23][CH2:24][CH2:25][O:26][CH:27]2[CH2:32][CH2:31][CH2:30][CH2:29][O:28]2)(=O)=O)=CC=1.C([O-])([O-])=O.[K+].[K+].[N+:39]([C:42]1[CH:47]=[CH:46][C:45](O)=[CH:44][CH:43]=1)([O-:41])=[O:40]>CN(C=O)C.O>[N+:39]([C:42]1[CH:47]=[CH:46][C:45]([O:11][CH2:12][CH2:13][O:14][CH2:15][CH2:16][O:17][CH2:18][CH2:19][O:20][CH2:21][CH2:22][O:23][CH2:24][CH2:25][O:26][CH:27]2[CH2:32][CH2:31][CH2:30][CH2:29][O:28]2)=[CH:44][CH:43]=1)([O-:41])=[O:40] |f:1.2.3|. Reported procedure: To a stirred solution of 27 (2.90 g, 6.09 mmol) in anhydrous DMF (11 mL) were added K2CO3 (2.53 g, 18.3 mmol) and 4-nitrophenol (0.847 g, 6.09 mmol), and the reaction mixture was heated to 80° C. for 16 h. After cooling, the reaction mixture was diluted in water, extracted three times with CH2Cl2, and then dried over MgSO4. The filtrate was concentrated under reduced pressure to give 28 as an oily residue (2.65 g, 98%): 1H NMR (300 MHz, CDCl3) δ 8.18 (d, J=9.2 Hz, 2H), 6.99 (d, J=9.2 Hz, 2H), 4.... Yield: 98.0%. Run in CN(C)C=O (DMF), O (water). Product: Cc1cc2c(cc1N(C)CC(C)C)N=C(c1cccc(-n3nncc3CNCC3CC3)c1)CC(=O)N2. Starting materials: NCC1CC1, [Cl-], ClCCl, CN(C)C=O, Cc1cc2c(cc1N(C)CC(C)C)N=C(c1cccc(-n3nncc3CO)c1)CC(=O)N2, O=S(Cl)Cl. Reaction SMILES: [CH:38]1([CH2:41][NH2:42])[CH2:39][CH2:40]1.[Cl-:37].[Cl:43][CH2:44][Cl:45].[O:46]=[CH:47][N:48]([CH3:49])[CH3:50].[OH:1][CH2:2][c:3]1[cH:4][n:5][n:6][n:7]1-[c:8]1[cH:9][c:10]([C:14]2=[N:15][c:16]3[c:17]([cH:22][c:23]([CH3:32])[c:24]([N:26]([CH3:27])[CH2:28][CH:29]([CH3:30])[CH3:31])[cH:25]3)[NH:18][C:19](=[O:21])[CH2:20]2)[cH:11][cH:12][cH:13]1.[S:33]([Cl:34])([Cl:35])=[O:36]>>[CH2:2]([c:3]1[cH:4][n:5][n:6][n:7]1-[c:8]1[cH:9][c:10]([C:14]2=[N:15][c:16]3[c:17]([cH:22][c:23]([CH3:32])[c:24]([N:26]([CH3:27])[CH2:28][CH:29]([CH3:30])[CH3:31])[cH:25]3)[NH:18][C:19](=[O:21])[CH2:20]2)[cH:11][cH:12][cH:13]1)[NH:42][CH2:41][CH:38]1[CH2:39][CH2:40]1. Reactants: COC(=O)CCc1cnoc1-c1ccc(Br)cc1, CC(C)C[Al+]CC(C)C, Cl, [H-], C1CCOC1. Yields the product OCCCc1cnoc1-c1ccc(Br)cc1. As a reaction SMILES: [Br:1][c:2]1[cH:3][cH:4][c:5](-[c:8]2[c:9]([CH2:13][CH2:14][C:15](=[O:16])[O:17][CH3:18])[cH:10][n:11][o:12]2)[cH:6][cH:7]1.[CH2:20]([Al+:21][CH2:22][CH:23]([CH3:24])[CH3:25])[CH:26]([CH3:27])[CH3:28].[ClH:29].[H-:19].[O:30]1[CH2:31][CH2:32][CH2:33][CH2:34]1>>[Br:1][c:2]1[cH:3][cH:4][c:5](-[c:8]2[c:9]([CH2:13][CH2:14][CH2:15][OH:16])[cH:10][n:11][o:12]2)[cH:6][cH:7]1. Reactants: C(C1=CC=CC=C1)=O (benzaldehyde), C(CC(=O)OCC)(=O)OCC (diethyl malonate), N1CCCCC1 (piperidine), C(C)(=O)O (acetic acid). Run in C1(=CC=CC=C1)C (toluene). Product: C(C1=CC=CC=C1)=C(C(=O)OCC)C(=O)OCC (Diethyl Benzylidenemalonate). RXN SMILES: [CH:1](=O)[C:2]1[CH:7]=[CH:6][CH:5]=[CH:4][CH:3]=1.[C:9]([O:17][CH2:18][CH3:19])(=[O:16])[CH2:10][C:11]([O:13][CH2:14][CH3:15])=[O:12].N1CCCCC1.C(O)(=O)C>C1(C)C=CC=CC=1>[CH:1](=[C:10]([C:11]([O:13][CH2:14][CH3:15])=[O:12])[C:9]([O:17][CH2:18][CH3:19])=[O:16])[C:2]1[CH:7]=[CH:6][CH:5]=[CH:4][CH:3]=1. Reported procedure: Into a one-liter three-necked conical flask are introduced 60 g (565.39 mmol) of benzaldehyde, 90.56 g (565.39 mmol) of diethyl malonate, 3.85 g (45.21 mmol) of piperidine, 130 ml of toluene and 2.71 g (45.16 mmol) of acetic acid.